The task is: describe an organic reaction: reactants, conditions, products, and yield. This data is from the Open Reaction Database (ORD), a public repository of structured organic reaction records. The reactants are CC1=C(C(=CC=C1)C)NC(=O)C=1C=C(N)C(=CC1OC)Cl (3-[N-(2,6-dimethylphenyl)carbamoyl]-4-methoxy-6-chloroaniline), C(C)N(C(=S)Cl)CC (diethylthiocarbamoyl chloride), ClC1=CC=CC=C1 (chlorobenzene), O (water). Run in C(Cl)Cl (methylene chloride). Yields the product CC1=C(C(=CC=C1)C)NC(=O)C=1C=C(C(=CC1OC)Cl)N=C=S (3-[N-(2,6-dimethylphenyl)carbamoyl]-4-methoxy-6-chlorophenyl isothiocyanate). Isolated yield 46.0%. RXN SMILES: [CH3:1][C:2]1[CH:7]=[CH:6][CH:5]=[C:4]([CH3:8])[C:3]=1[NH:9][C:10]([C:12]1[CH:13]=[C:14]([C:16]([Cl:21])=[CH:17][C:18]=1[O:19][CH3:20])[NH2:15])=[O:11].C(N(CC)[C:25](Cl)=[S:26])C.ClC1C=CC=CC=1.O>C(Cl)Cl>[CH3:1][C:2]1[CH:7]=[CH:6][CH:5]=[C:4]([CH3:8])[C:3]=1[NH:9][C:10]([C:12]1[CH:13]=[C:14]([N:15]=[C:25]=[S:26])[C:16]([Cl:21])=[CH:17][C:18]=1[O:19][CH3:20])=[O:11]. Procedure: A mixture of 3-[N-(2,6-dimethylphenyl)carbamoyl]-4-methoxy-6-chloroaniline (650 mg), diethylthiocarbamoyl chloride (360 mg) and chlorobenzene (6 ml) is refluxed for 30 minutes. The reaction mixture is mixed with water and shaken with methylene chloride. The organic layer is washed with water, dried over Glauber's salt and concentrated to remove the solvent. The residue is chromatographed on a column of silica gel, which is eluted with methylene chloride. The eluted fractions are collected and th...